Dataset: the Open Reaction Database (ORD), a public repository of structured organic reaction records. Task: describe an organic reaction: reactants, conditions, products, and yield The reactants are FC(OC=1C(=C(C=CC1)/C=C/C=1N=C2SC=CN2C1C(=O)OCC)O)F (Ethyl 6-{(E)-2-[3-(difluoromethoxy)-2-hydroxyphenyl]vinyl}imidazo[2,1-b][1,3]thiazole-5-carboxylate), FC(OC=1C(=C(C=CC1)/C=C/C=1N=C2SC=CN2C1C(=O)O)OCC(C)(C)C)F (6-{(E)-2-[3-(Difluoromethoxy)-2-(2,2-dimethylpropoxy)phenyl]vinyl}imidazo[2,1-b][1,3]thiazole-5-carboxylic acid), BrCCC(C)C (1-bromo-3-methylbutane), C([O-])([O-])=O.[K+].[K+] (potassium carbonate). Run in CN(C=O)C (N,N-dimethylformamide). Product: FC(OC=1C(=C(C=CC1)/C=C/C=1N=C2SC=CN2C1C(=O)OCC)OCCC(C)C)F (Ethyl 6-{(E)-2-[3-(difluoromethoxy)-2-(3-methylbutoxy)phenyl]vinyl}imidazo[2,1-b][1,3]thiazole-5-carboxylate). Isolated yield 100.2%. As a reaction SMILES: [F:1][CH:2]([F:26])[O:3][C:4]1[C:5]([OH:25])=[C:6](/[CH:10]=[CH:11]/[C:12]2[N:13]=[C:14]3[N:18]([C:19]=2[C:20]([O:22][CH2:23][CH3:24])=[O:21])[CH:17]=[CH:16][S:15]3)[CH:7]=[CH:8][CH:9]=1.Br[CH2:28][CH2:29][CH:30]([CH3:32])[CH3:31].C(=O)([O-])[O-].[K+].[K+].FC(F)OC1C(OCC(C)(C)C)=C(/C=C/C2N=C3N(C=2C(O)=O)C=CS3)C=CC=1>CN(C)C=O>[F:26][CH:2]([F:1])[O:3][C:4]1[C:5]([O:25][CH2:28][CH2:29][CH:30]([CH3:32])[CH3:31])=[C:6](/[CH:10]=[CH:11]/[C:12]2[N:13]=[C:14]3[N:18]([C:19]=2[C:20]([O:22][CH2:23][CH3:24])=[O:21])[CH:17]=[CH:16][S:15]3)[CH:7]=[CH:8][CH:9]=1 |f:2.3.4|. Procedure: Alkylation of Intermediate 6 (400 mg, 1.052 mmol) with 1-bromo-3-methylbutane (159 mg, 1.262 mmol) in presence of potassium carbonate (159 mg, 1.157 mmol) in anhydrous N,N-dimethylformamide (4 mL) as described in Intermediate 7A gave 475 mg of the compound as a white solid; 1H NMR (300 MHz, DMSO-d6) δ 0.93 (t, J=6.6 Hz, 6H), 1.40 (t, J=7.2 Hz, 3H), 1.66 (q, J=6.3 Hz, 2H), 1.82-1.90 (m, 1H), 3.96 (t, J=6.3 Hz, 2H), 4.40 (q, J=6.9 Hz, 2H), 7.19 (t, J=71.4 Hz, 1H), 7.20-7.28 (m, 2H), 7.42-7.50 (m, ... Reactants: C(C)(C)(C)C=1N=C(C2=C(N1)N(N=N2)CC)N2CC(CC2)(F)F (5-tert-Butyl-7-(3,3-difluoro-pyrrolidin-1-yl)-3-ethyl-3H-[1,2,3]triazolo[4,5-d]pyrimidine), C(C)(C)(C)C=1N=C(C2=C(N1)NN=N2)N2CC(CC2)(F)F (5-tert-butyl-7-(3,3-difluoropyrrolidin-1-yl)-3H-[1,2,3]triazolo[4,5-d]pyrimidine), BrCC1=C(C=CC(=C1)Cl)Cl (2-(bromomethyl)-1,4-dichlorobenzene). The product is C(C)(C)(C)C=1N=C(C2=C(N1)N(N=N2)CC2=C(C=CC(=C2)Cl)Cl)N2CC(CC2)(F)F (5-tert-Butyl-3-(2,5-dichloro-benzyl)-7-(3,3-difluoro-pyrrolidin-1-yl)-3H-[1,2,3]triazolo[4,5-d]pyrimidine), solid. Isolated yield 37.0%. As a reaction SMILES: [C:1]([C:5]1[N:6]=[C:7]([N:16]2[CH2:20][CH2:19][C:18]([F:22])([F:21])[CH2:17]2)[C:8]2[N:13]=[N:12][N:11]([CH2:14][CH3:15])[C:9]=2[N:10]=1)([CH3:4])([CH3:3])[CH3:2].C(C1N=C(N2CCC(F)(F)C2)C2N=NNC=2N=1)(C)(C)C.BrCC1[CH:50]=[C:49]([Cl:51])[CH:48]=[CH:47][C:46]=1[Cl:52]>>[C:1]([C:5]1[N:6]=[C:7]([N:16]2[CH2:20][CH2:19][C:18]([F:21])([F:22])[CH2:17]2)[C:8]2[N:13]=[N:12][N:11]([CH2:14][C:15]3[CH:50]=[C:49]([Cl:51])[CH:48]=[CH:47][C:46]=3[Cl:52])[C:9]=2[N:10]=1)([CH3:2])([CH3:3])[CH3:4]. Procedure: In analogy to the procedure described for the synthesis of 5-tert-butyl-7-(3,3-difluoro-pyrrolidin-1-yl)-3-ethyl-3H-[1,2,3]triazolo[4,5-d]pyrimidine (example 61), the title compound was prepared from 5-tert-butyl-7-(3,3-difluoropyrrolidin-1-yl)-3H-[1,2,3]triazolo[4,5-d]pyrimidine and 2-(bromomethyl)-1,4-dichlorobenzene and isolated as white solid (6.6 mg, 37%). MS (m/e): 441.4 (MH+). Starting materials: FC1=C(C=CC(=C1)C(F)(F)F)[C@@H]1N(CC[C@@H](C1)C1=CC(NO1)=O)C(=O)OC ((2R,4S)-Methyl 2-(2-fluoro-4-(trifluoromethyl)phenyl)-4-(3-oxo-2,3-dihydroisoxazol-5-yl)piperidine-1-carboxylate), Br (hydrogen bromide). Run at time 8 hour. Yields the product FC1=C(C=CC(=C1)C(F)(F)F)[C@@H]1NCC[C@@H](C1)C1=CC(NO1)=O (5-((2R,4S)-2-(2-fluoro-4-(trifluoromethyl)phenyl)piperidin-4-yl)isoxazol-3(2H)-one). Isolated yield 84.2%. RXN SMILES: [F:1][C:2]1[CH:7]=[C:6]([C:8]([F:11])([F:10])[F:9])[CH:5]=[CH:4][C:3]=1[C@H:12]1[CH2:17][C@@H:16]([C:18]2[O:22][NH:21][C:20](=[O:23])[CH:19]=2)[CH2:15][CH2:14][N:13]1C(OC)=O.Br>>[F:1][C:2]1[CH:7]=[C:6]([C:8]([F:9])([F:10])[F:11])[CH:5]=[CH:4][C:3]=1[C@H:12]1[CH2:17][C@@H:16]([C:18]2[O:22][NH:21][C:20](=[O:23])[CH:19]=2)[CH2:15][CH2:14][NH:13]1. Reported procedure: (2R,4S)-Methyl 2-(2-fluoro-4-(trifluoromethyl)phenyl)-4-(3-oxo-2,3-dihydroisoxazol-5-yl)piperidine-1-carboxylate (0.96 g, 2.47 mmol) was dissolved in hydrogen bromide (33% in acetic acid, 19.48 mL, 111.25 mmol) and the mixture was stirred at room temperature overnight. The solvent was evaporated and the residue purified by preparative HPLC (Instrument: FractionLynx II, Mobilphase: gradient 5-95% MeCN in 0.2% NH3, pH 10, Column: Xbridge Prep C18 5 μm OBD 19*150 mm) to yield 5-((2R,4S)-2-(2-fluoro... Starting materials: A8, N[C@@H](CCC(O)=O)C(=O)O (Glu), N[C@@H](CC(O)=O)C(=O)O (Asp). Yields the product N[C@@H]([C@@H](C)CC)C(=O)O (Ile). Reaction SMILES: [NH2:1][C@H:2]([C:8]([OH:10])=[O:9])[CH2:3][CH2:4][C:5](=O)O.N[C@H:12](C(O)=O)CC(=O)O>>[NH2:1][C@H:2]([C:8]([OH:10])=[O:9])[C@H:3]([CH2:4][CH3:5])[CH3:12]. Procedure details: A8, Glu or Asp; Yields the product O=S(=O)(Cl)c1cc(Br)c(Cl)cc1F. Starting materials: Fc1ccc(Br)c(Cl)c1, O=S(=O)(O)Cl, O. As a reaction SMILES: [Br:1][c:2]1[c:3]([Cl:9])[cH:4][c:5]([F:8])[cH:6][cH:7]1.[Cl:10][S:11](=[O:12])(=[O:13])[OH:14].[OH2:15]>>[Br:1][c:2]1[c:3]([Cl:9])[cH:4][c:5]([F:8])[c:6]([S:11]([Cl:10])(=[O:12])=[O:13])[cH:7]1. Reactants: [N+](=[N-])=C (diazomethane), [B-]([O+](C)C)(F)(F)F (boron trifluoride dimethyl etherate), OC1C(C(CC1)C=CC(CCCCC)O)CCCCCCC(=O)OC (methyl 7-[2-hydroxy-5-(3-hydroxy-1-octenyl)cyclopentyl]heptanoate), [N+](=[N-])=C (Diazomethane), methyl ester. Run in C(C)OCC (diethyl ether), C(C)OCC (diethyl ether). Conditions: temperature -40 celsius, time 15 minute. The product is COC1C(C(CC1)C=CC(CCCCC)OC)CCCCCCC(=O)OC (methyl 7-[2-methoxy-5-(3-methoxy-1-octenyl)cyclopentyl]heptanoate). The yield is 65.0%. Reaction SMILES: OC1[CH2:6][CH2:5][CH:4]([CH:7]=[CH:8][CH:9]([OH:15])[CH2:10][CH2:11][CH2:12][CH2:13][CH3:14])[CH:3]1[CH2:16][CH2:17][CH2:18][CH2:19][CH2:20][CH2:21][C:22]([O:24][CH3:25])=[O:23].[N+](=[CH2:28])=[N-].[B-](F)(F)(F)[O+:30]([CH3:32])[CH3:31]>C(OCC)C>[CH3:31][O:30][CH:32]1[CH2:6][CH2:5][CH:4]([CH:7]=[CH:8][CH:9]([O:15][CH3:28])[CH2:10][CH2:11][CH2:12][CH2:13][CH3:14])[CH:3]1[CH2:16][CH2:17][CH2:18][CH2:19][CH2:20][CH2:21][C:22]([O:24][CH3:25])=[O:23]. Procedure: A solution of methyl 7-[2-hydroxy-5-(3-hydroxy-1-octenyl)cyclopentyl]heptanoate (0.6 g.) [prepared as described in Example 5] in dry diethyl ether (30 ml.) was cooled to -40°C. Freshly prepared dry diazomethane in diethyl ether, cooled to -40°C., was added to the solution of methyl ester immediately after the addition of boron trifluoride dimethyl etherate (3 ml.). Diazomethane solution was added until the yellow colour persisted. After 15 minutes at -40°C. and standing at ambient temperature ov... Reactants: ClC1=CC=C(C=C1)C=CC(C)=O (4-(4-chlorophenyl)-3-buten-2-one), O (Water), [C-]#N.[Na+] (Sodium cyanide), CSC1=CC=C(C=O)C=C1 (4-(methylthio)benzaldehyde). The solvent is CN(C=O)C (N,N-dimethylformamide), CN(C=O)C (N,N-dimethylformamide). Conditions: temperature 35 celsius. Product: ClC1=CC=C(C=C1)C(CC(C)=O)C(=O)C1=CC=C(C=C1)SC (4-(4-chlorophenyl)-5-[4-(methylthio)phenyl]pentane-2,5-dione). The yield is 48.3%. As a reaction SMILES: [C-]#N.[Na+].[CH3:4][S:5][C:6]1[CH:13]=[CH:12][C:9]([CH:10]=[O:11])=[CH:8][CH:7]=1.[Cl:14][C:15]1[CH:20]=[CH:19][C:18]([CH:21]=[CH:22][C:23](=[O:25])[CH3:24])=[CH:17][CH:16]=1.O>CN(C)C=O>[Cl:14][C:15]1[CH:16]=[CH:17][C:18]([CH:21]([C:10]([C:9]2[CH:12]=[CH:13][C:6]([S:5][CH3:4])=[CH:7][CH:8]=2)=[O:11])[CH2:22][C:23](=[O:25])[CH3:24])=[CH:19][CH:20]=1 |f:0.1|. Procedure details: Sodium cyanide (90 mg, 1.87 mmol) was added to a solution of 4-(methylthio)benzaldehyde (300 mg, 1.97 mmol) in N,N-dimethylformamide (2 ml). While stirring the resulting mixture at 30-40° C., a solution of 4-(4-chlorophenyl)-3-buten-2-one (370 mg, 1.97 mmol) in N,N-dimethylformamide (3 ml) was dropped. The thus-obtained mixture was then stirred at the same temperature for 90 minutes. Water was added to the reaction mixture, followed by extraction with ethyl acetate. The organic layer was washed ... Starting materials: CCO, ClC(Cl)Cl, O=[N+]([O-])c1cc(Cl)ccc1O, [H-], [Na+], CCOC(=O)C1OC1c1ccccc1. The product is CCOC(=O)C(O)C(Oc1ccc(Cl)cc1[N+](=O)[O-])c1ccccc1. As a reaction SMILES: [CH3:28][CH2:29][OH:30].[CH:31]([Cl:32])([Cl:33])[Cl:34].[Cl:1][c:2]1[cH:3][c:4]([N+:9](=[O:10])[O-:11])[c:5]([OH:8])[cH:6][cH:7]1.[H-:26].[Na+:27].[c:12]1([CH:18]2[CH:19]([C:21](=[O:22])[O:23][CH2:24][CH3:25])[O:20]2)[cH:13][cH:14][cH:15][cH:16][cH:17]1>>[Cl:1][c:2]1[cH:3][c:4]([N+:9](=[O:10])[O-:11])[c:5]([O:8][CH:18]([c:12]2[cH:13][cH:14][cH:15][cH:16][cH:17]2)[CH:19]([OH:20])[C:21](=[O:22])[O:23][CH2:24][CH3:25])[cH:6][cH:7]1. Starting materials: C[C@@H](COC1=CC=NC=C1)NC(OC(C)(C)C)=O (tert-butyl [(1S)-1-methyl-2-(pyridin-4-yloxy)ethyl]carbamate), C(C)O (ethanol). Reagents/catalysts: [Pt]=O (platinum oxide). Run in C(C)(=O)O (acetic acid). Reaction conditions: time 5 hour. The product is C[C@@H](COC1CCNCC1)NC(OC(C)(C)C)=O (tert-butyl [(1S)-1-methyl-2-(piperidin-4-yloxy)ethyl]carbamate). Yield: 76.3%. As a reaction SMILES: [CH3:1][C@H:2]([NH:11][C:12](=[O:18])[O:13][C:14]([CH3:17])([CH3:16])[CH3:15])[CH2:3][O:4][C:5]1[CH:10]=[CH:9][N:8]=[CH:7][CH:6]=1.C(O)C>C(O)(=O)C.[Pt]=O>[CH3:1][C@H:2]([NH:11][C:12](=[O:18])[O:13][C:14]([CH3:17])([CH3:16])[CH3:15])[CH2:3][O:4][CH:5]1[CH2:10][CH2:9][NH:8][CH2:7][CH2:6]1. Procedure: To a solution of tert-butyl [(1S)-1-methyl-2-(pyridin-4-yloxy)ethyl]carbamate (1.03 g) in acetic acid (10 mL)/ethanol (10 mL) was added platinum oxide (500 mg), and the reaction mixture was stirred at room temperature for 5 hr under a hydrogen atmosphere. The catalyst was filtered off, and the filtrate was concentrated. The obtained residue was dissolved in 0.5 M hydrochloric acid, and the solution was washed with ethyl acetate, basified with potassium carbonate, and extracted with ethyl acetate...